Dataset: the Open Reaction Database (ORD), a public repository of structured organic reaction records. Task: describe an organic reaction: reactants, conditions, products, and yield Starting materials: C([O-])([O-])=O.[Na+].[Na+] (sodium carbonate), COC(=O)[C@H]1CN([C@@H]2CC3=CNC4=CC=CC([C@H]2C1)=C34)C#N (6-cyano-8beta-ergoline-carboxylic acid methyl ester), Cl.N1CCOCC1 (morpholine hydrochloride), C=O (paraformaldehyde). Run in CN(C=O)C (dimethylformamide), C1(=CC=CC=C1)C (toluene), C(Cl)(Cl)Cl (chloroform). Product: COC(=O)[C@H]1CN([C@@H]2CC3=C(NC4=CC=CC([C@H]2C1)=C34)CN3CCOCC3)C#N (6-cyano-2-morpholinomethyl-8beta-ergoline-carboxylic acid methyl ester). The yield is 50.0%. Reaction SMILES: [CH3:1][O:2][C:3]([C@@H:5]1[CH2:19][C@H:18]2[C@@H:8]([CH2:9][C:10]3[C:20]4[C:13](=[CH:14][CH:15]=[CH:16][C:17]2=4)[NH:12][CH:11]=3)[N:7]([C:21]#[N:22])[CH2:6]1)=[O:4].Cl.[NH:24]1[CH2:29][CH2:28][O:27][CH2:26][CH2:25]1.C=O.[C:32](=O)([O-])[O-].[Na+].[Na+]>CN(C)C=O.C(Cl)(Cl)Cl.C1(C)C=CC=CC=1>[CH3:1][O:2][C:3]([C@@H:5]1[CH2:19][C@H:18]2[C@@H:8]([CH2:9][C:10]3[C:20]4[C:13](=[CH:14][CH:15]=[CH:16][C:17]2=4)[NH:12][C:11]=3[CH2:32][N:24]2[CH2:29][CH2:28][O:27][CH2:26][CH2:25]2)[N:7]([C:21]#[N:22])[CH2:6]1)=[O:4] |f:1.2,4.5.6|. Procedure details: 3.54 g of 6-cyano-8beta-ergoline-carboxylic acid methyl ester (12 mmol), 9.46 g of morpholine hydrochloride (77 mmol) and 1.77 g of paraformaldehyde (59 mmol) are heated in 90 ml of dimethylformamide for 30 minutes at 100° C. After cooling, the mixture is poured on ice, made alkaline with sodium carbonate solution and shaken out five times with toluene. The organic phases are washed with water, dried with sodium sulfate and concentrated by evaporation. The precipitated crystals are suctioned off... The reactants are CCO, Nc1cc(C(F)(F)F)c(C(F)(F)F)cc1[N+](=O)[O-], Cl[Sn]Cl. Yields the product Nc1cc(C(F)(F)F)c(C(F)(F)F)cc1N. Reaction SMILES: [CH3:22][CH2:23][OH:24].[F:1][C:2]([c:3]1[cH:4][c:5]([N+:14]([O-:15])=[O:16])[c:6]([NH2:7])[cH:8][c:9]1[C:10]([F:11])([F:12])[F:13])([F:17])[F:18].[Sn:19]([Cl:20])[Cl:21]>>[F:1][C:2]([c:3]1[cH:4][c:5]([NH2:14])[c:6]([NH2:7])[cH:8][c:9]1[C:10]([F:11])([F:12])[F:13])([F:17])[F:18]. Reactants: C(C)N1C(=NC(=C(C1=O)C1=CC=C(C=C1)F)C1=CC=NC=C1)SC (3-ethyl-5-(4-fluorophenyl)-2-methylthio-6-(4-pyridyl)-4(3H)-pyrimidinone), S(=O)(=O)(O[O-])[O-].[K+].[K+] (potassium peroxymonosulfate), CO (methanol), O (water). Yields the product C(C)N1C(=NC(=C(C1=O)C1=CC=C(C=C1)F)C1=CC=NC=C1)S(=O)(=O)C (3-Ethyl-5-(4-fluorophenyl)-2-methylsulfonyl-6-(4-pyridyl)-4(3H)-pyrimidinone). RXN SMILES: [CH2:1]([N:3]1[C:8](=[O:9])[C:7]([C:10]2[CH:15]=[CH:14][C:13]([F:16])=[CH:12][CH:11]=2)=[C:6]([C:17]2[CH:22]=[CH:21][N:20]=[CH:19][CH:18]=2)[N:5]=[C:4]1[S:23][CH3:24])[CH3:2].S([O-])(O[O-])(=O)=O.[K+].[K+].[OH2:33].C[OH:35]>>[CH2:1]([N:3]1[C:8](=[O:9])[C:7]([C:10]2[CH:11]=[CH:12][C:13]([F:16])=[CH:14][CH:15]=2)=[C:6]([C:17]2[CH:18]=[CH:19][N:20]=[CH:21][CH:22]=2)[N:5]=[C:4]1[S:23]([CH3:24])(=[O:35])=[O:33])[CH3:2] |f:1.2.3|. Reported procedure: A mixture of 3-ethyl-5-(4-fluorophenyl)-2-methylthio-6-(4-pyridyl)-4(3H)-pyrimidinone (300 mg, 0.88 mmol) and OxoneR potassium peroxymonosulfate, 2.54 g, 4.14 mmol) in methanol (71 ml) and water (33 ml) was stirred for 14 h. The solvent was concentrated to about 35 ml, followed by extraction with dichloromethane, drying and evaporation. The resulting white solid was used without purification in the next step. The reactants are C1(CCCC1)OC1=CC=C(C=N1)NC(NC1=CC=C(C=C1)N1CC(CC1)N(C(C)=O)C)=O (N-(1-{4-[3-(6-Cyclopentyloxypyridin-3-yl)ureido]phenyl}pyrrolidin-3-yl)-N-methylacetamide), [OH-].[Na+] (sodium hydroxide). Product: C1(CCCC1)OC1=CC=C(C=N1)NC(=O)NC1=CC=C(C=C1)N1CC(CC1)NC (1-(6-Cyclopentyloxypyridin-3-yl)-3-[4-(3-methylaminopyrrolidin-1-yl)-phenyl]urea). As a reaction SMILES: [CH:1]1([O:6][C:7]2[N:12]=[CH:11][C:10]([NH:13][C:14](=[O:32])[NH:15][C:16]3[CH:21]=[CH:20][C:19]([N:22]4[CH2:26][CH2:25][CH:24]([N:27](C)[C:28](=O)C)[CH2:23]4)=[CH:18][CH:17]=3)=[CH:9][CH:8]=2)[CH2:5][CH2:4][CH2:3][CH2:2]1.[OH-].[Na+]>>[CH:1]1([O:6][C:7]2[N:12]=[CH:11][C:10]([NH:13][C:14]([NH:15][C:16]3[CH:21]=[CH:20][C:19]([N:22]4[CH2:26][CH2:25][CH:24]([NH:27][CH3:28])[CH2:23]4)=[CH:18][CH:17]=3)=[O:32])=[CH:9][CH:8]=2)[CH2:5][CH2:4][CH2:3][CH2:2]1 |f:1.2|. Reported procedure: N-(1-{4-[3-(6-Cyclopentyloxypyridin-3-yl)ureido]phenyl}pyrrolidin-3-yl)-N-methylacetamide was treated with sodium hydroxide solution by method D. This resulted in the product with the molecular weight of 395.51 (C22H29N5O2); MS (ESI): 395 (M+H+). Reactants: C([O-])([O-])=O.[K+].[K+] (potassium carbonate), Cl (HCl), ClC1=NC=NC(=C1)C1=CC(=C(C=C1)Cl)Cl (4-Chloro-6-(3,4-dichloro-phenyl)-pyrimidine), N1[C@@H](C(=O)O)CCC1 (D-proline). The reagents and catalysts are [Cu]I (copper (I) Iodide). Solvent: CC(=O)N(C)C (DMA), C(C)(=O)OCC (ethyl acetate). Run at temperature 90 celsius. Yields the product ClC=1C=C(C=CC1Cl)C1=CC(=NC=N1)N1[C@H](CCC1)C(=O)O (1-[6-(3,4-Dichloro-phenyl)-pyrimidin-4-yl]-pyrrolidine-2-(R)-carboxylic acid). Yield: 41.9%. RXN SMILES: Cl[C:2]1[CH:7]=[C:6]([C:8]2[CH:13]=[CH:12][C:11]([Cl:14])=[C:10]([Cl:15])[CH:9]=2)[N:5]=[CH:4][N:3]=1.[NH:16]1[CH2:23][CH2:22][CH2:21][C@@H:17]1[C:18]([OH:20])=[O:19].C(=O)([O-])[O-].[K+].[K+].Cl>CC(N(C)C)=O.C(OCC)(=O)C.[Cu]I>[Cl:15][C:10]1[CH:9]=[C:8]([C:6]2[N:5]=[CH:4][N:3]=[C:2]([N:16]3[CH2:23][CH2:22][CH2:21][C@@H:17]3[C:18]([OH:20])=[O:19])[CH:7]=2)[CH:13]=[CH:12][C:11]=1[Cl:14] |f:2.3.4|. Procedure: 4-Chloro-6-(3,4-dichloro-phenyl)-pyrimidine (0.3 g, 1.2 mmol) and D-proline (0.13 g, 1.2 mmol) were added in one portion to a pressure vessel containing a solution of copper (I) Iodide (0.02 g, 0.16 mmol) and potassium carbonate (0.24 g, 1.8 mmol) in DMA (5 ml). The vessel was sealed and heated at 90° C. for 16 hours before being cooled to room temperature. The mixture was cooled to room temperature, diluted with ethyl acetate (10 ml) and acidified to pH 1 with concentrated HCl. The mixture was ...